This data is from the Open Reaction Database (ORD), a public repository of structured organic reaction records. The task is: describe an organic reaction: reactants, conditions, products, and yield Reactants: NC1=CC=C(C=C1)SCC=1N(C=CN1)CCCC(=O)OCC (ethyl 4-(2-(((4-aminophenyl)sulfanyl)methyl)imidazol-1-yl)butanoate), C(CCC)OCCOC1=CC=C(C=C1)C=1C=CC2=C(C=C(CCCN2CC(C)C)C(=O)O)C1 (8-[4-(2-butoxyethoxy)phenyl]-1-isobutyl-1,2,3,4-tetrahydro-1-benzoazocine-5-carboxylic acid), CN(C)C=O (DMF), S(=O)(Cl)Cl (thionyl chloride). Solvent: N1=CC=CC=C1 (pyridine), O1CCCC1 (tetrahydrofuran), O (water). Conditions: time 1 hour. The product is C(CCC)OCCOC1=CC=C(C=C1)C=1C=CC2=C(C=C(CCCN2CC(C)C)C(=O)NC2=CC=C(C=C2)SCC=2N(C=CN2)CCCC(=O)OCC)C1 (ethyl 4-(2-(((4-(((8-(4-(2-butoxyethoxy)phenyl)-1-isobutyl-1,2,3,4-tetrahydro-1-benzoazocine-5-yl)carbonyl)amino)phenyl)sulfanyl)-methyl)imidazol-1-yl)butanoate). Yield: 88.2%. As a reaction SMILES: [CH2:1]([O:5][CH2:6][CH2:7][O:8][C:9]1[CH:14]=[CH:13][C:12]([C:15]2[CH:16]=[CH:17][C:18]3[N:25]([CH2:26][CH:27]([CH3:29])[CH3:28])[CH2:24][CH2:23][CH2:22][C:21]([C:30](O)=[O:31])=[CH:20][C:19]=3[CH:33]=2)=[CH:11][CH:10]=1)[CH2:2][CH2:3][CH3:4].CN(C=O)C.S(Cl)(Cl)=O.[NH2:43][C:44]1[CH:49]=[CH:48][C:47]([S:50][CH2:51][C:52]2[N:53]([CH2:57][CH2:58][CH2:59][C:60]([O:62][CH2:63][CH3:64])=[O:61])[CH:54]=[CH:55][N:56]=2)=[CH:46][CH:45]=1>O1CCCC1.N1C=CC=CC=1.O>[CH2:1]([O:5][CH2:6][CH2:7][O:8][C:9]1[CH:10]=[CH:11][C:12]([C:15]2[CH:16]=[CH:17][C:18]3[N:25]([CH2:26][CH:27]([CH3:28])[CH3:29])[CH2:24][CH2:23][CH2:22][C:21]([C:30]([NH:43][C:44]4[CH:49]=[CH:48][C:47]([S:50][CH2:51][C:52]5[N:53]([CH2:57][CH2:58][CH2:59][C:60]([O:62][CH2:63][CH3:64])=[O:61])[CH:54]=[CH:55][N:56]=5)=[CH:46][CH:45]=4)=[O:31])=[CH:20][C:19]=3[CH:33]=2)=[CH:13][CH:14]=1)[CH2:2][CH2:3][CH3:4]. Reported procedure: To a solution of 8-[4-(2-butoxyethoxy)phenyl]-1-isobutyl-1,2,3,4-tetrahydro-1-benzoazocine-5-carboxylic acid (700 mg) in tetrahydrofuran (10 ml) was added a drop of DMF. Then, after adding thionyl chloride (0.147 ml), the mixture was stirred under nitrogen atmosphere for 1 hour. The resulting solution was slowly added dropwise to a solution of ethyl 4-(2-(((4-aminophenyl)sulfanyl)methyl)imidazol-1-yl)butanoate (544 mg) in pyridine (10 ml) at 0° C. under nitrogen atmosphere. After stirring overni...